This data is from the Open Reaction Database (ORD), a public repository of structured organic reaction records. The task is: describe an organic reaction: reactants, conditions, products, and yield Starting materials: COC(=O)C(N)COCc1ccccc1, CO, O=[N+]([O-])c1ccccc1F, [Na+], O=C([O-])O. Product: COC(=O)C(COCc1ccccc1)Nc1ccccc1[N+](=O)[O-]. RXN SMILES: [CH3:1][O:2][C:3]([CH:4]([NH2:5])[CH2:6][O:7][CH2:8][c:9]1[cH:10][cH:11][cH:12][cH:13][cH:14]1)=[O:15].[CH3:31][OH:32].[F:16][c:17]1[c:18]([N+:23](=[O:24])[O-:25])[cH:19][cH:20][cH:21][cH:22]1.[Na+:30].[O-:26][C:27]([OH:28])=[O:29]>>[CH3:1][O:2][C:3]([CH:4]([NH:5][c:17]1[c:18]([N+:23](=[O:24])[O-:25])[cH:19][cH:20][cH:21][cH:22]1)[CH2:6][O:7][CH2:8][c:9]1[cH:10][cH:11][cH:12][cH:13][cH:14]1)=[O:15]. Reactants: CC[C@@H]1[C@H](/C=C(/C=C/C(=O)[C@@H](C[C@@H]([C@@H]([C@H]([C@@H](CC(=O)O1)O)C)O[C@H]2[C@@H]([C@H]([C@@H]([C@H](O2)C)O[C@H]3C[C@@]([C@H]([C@@H](O3)C)O)(C)O)N(C)C)O)CC=O)C)\C)CO[C@H]4[C@@H]([C@@H]([C@@H]([C@H](O4)C)O)OC)OC (tylosin). Run in Cl (hydrochloric acid). Product: CCC1C(/C=C(\C=C\C(=O)C(CC(C(C(C(CC(=O)O1)O)C)OC2C(C(CC(O2)C)N(C)C)O)CC=O)C)/C)COC3C(C(C(C(O3)C)O)OC)OC (DEMYCAROSYLTYLOSIN). RXN SMILES: [CH3:1][CH2:2][C@H:3]1[O:20][C:18](=[O:19])[CH2:17][C@@H:16]([OH:21])[C@H:15]([CH3:22])[C@@H:14]([O:23][C@@H:24]2[O:29][C@H:28]([CH3:30])[C@@H:27](O[C@@H]3O[C@@H](C)[C@H](O)[C@@](O)(C)C3)[C@H:26]([N:42]([CH3:44])[CH3:43])[C@H:25]2[OH:45])[C@@H:13]([CH2:46][CH:47]=[O:48])[CH2:12][C@@H:11]([CH3:49])[C:9](=[O:10])[CH:8]=[CH:7][C:6]([CH3:50])=[CH:5][C@@H:4]1[CH2:51][O:52][C@@H:53]1[O:58][C@H:57]([CH3:59])[C@@H:56]([OH:60])[C@@H:55]([O:61][CH3:62])[C@H:54]1[O:63][CH3:64]>Cl>[CH3:1][CH2:2][CH:3]1[O:20][C:18](=[O:19])[CH2:17][CH:16]([OH:21])[CH:15]([CH3:22])[CH:14]([O:23][CH:24]2[O:29][CH:28]([CH3:30])[CH2:27][CH:26]([N:42]([CH3:44])[CH3:43])[CH:25]2[OH:45])[CH:13]([CH2:46][CH:47]=[O:48])[CH2:12][CH:11]([CH3:49])[C:9](=[O:10])[CH:8]=[CH:7][C:6]([CH3:50])=[CH:5][CH:4]1[CH2:51][O:52][CH:53]1[O:58][CH:57]([CH3:59])[CH:56]([OH:60])[CH:55]([O:61][CH3:62])[CH:54]1[O:63][CH3:64]. Reported procedure: 4 g (0.004 mmol) of tylosin base in 80 ml of 0.2N hydrochloric acid are stirred for 4 hours at room temperature. The reaction medium obtained is washed with dichloromethane and the aqueous phase is separated and adjusted to pH 8.0. The latter phase is extracted twice with 120 ml of dichloromethane, and the organic phases are combined, dried over sodium sulfate and evaporated. The residue consists of demycarosyltylosin.